This data is from the Open Reaction Database (ORD), a public repository of structured organic reaction records. The task is: describe an organic reaction: reactants, conditions, products, and yield Reactants: 3,5-m-xylenylmagnesium bromide, [Mg] (magnesium), BrC=1C=C(C=C(C1)C)C (5-bromo-m-xylene), [Cl-].[Ce+3].[Cl-].[Cl-] (cerium chloride), C1C(CC2=CC=CC=C12)=O (2-indanone), aqueous hydrochloric solution. Solvent: CCOCC (ether), C1CCOC1 (THF), C1CCOC1 (THF). Reaction conditions: time 2 hour. Yields the product C1(=CC(=CC(=C1)C)C)C1(CC2=CC=CC=C2C1)O (2-(3,5-xylenyl)-2-indanol). Yield: 84.0%. RXN SMILES: [Cl-].[Ce+3].[Cl-].[Cl-].[Mg].Br[C:7]1[CH:8]=[C:9]([CH3:14])[CH:10]=[C:11]([CH3:13])[CH:12]=1.[CH2:15]1[C:23]2[C:18](=[CH:19][CH:20]=[CH:21][CH:22]=2)[CH2:17][C:16]1=[O:24]>C1COCC1.CCOCC>[C:7]1([C:16]2([OH:24])[CH2:17][C:18]3[C:23](=[CH:22][CH:21]=[CH:20][CH:19]=3)[CH2:15]2)[CH:8]=[C:9]([CH3:14])[CH:10]=[C:11]([CH3:13])[CH:12]=1 |f:0.1.2.3|. Procedure details: A suspension of anhydrous cerium chloride (43.88 g, 178.1 mmol) in THF (250 mL) was stirred at room temperature for 2 hours under nitrogen. A solution of 3,5-m-xylenylmagnesium bromide (178 mmol, prepared from magnesium (4.33 g, 178.1 mmol) and 5-bromo-m-xylene (24.2 mL, 178.1 mmol) in ether (60 mL) was added at 0° C. and stirred for 3.5 h. A solution of 2-indanone (14.21 g, 107.7 mmol) in THF (20 mL) was added at the same temperature. After stirring at 0° C. for 3 h, the mixture was allowed to ... Starting materials: CC1(C(CC1=O)=O)C1=CC=C(C=C1)C (2-methyl-2-p-tolyl-cyclobutane-1,3-dione), C(C1=CC=CC=C1)=O (benzaldehyde), ClC1=CC=C2C(=CNC2=C1)CNC(C)=O (N-(6-chloro-1H-indol-3-ylmethyl)-acetamide). The product is ClC1=CC=C2C(=C(NC2=C1)C(C1=CC=CC=C1)C1=C(C(C1=O)(C1=CC=C(C=C1)C)C)O)CNC(C)=O (N-{6-Chloro-2-[(2-hydroxy-3-methyl-4-oxo-3-p-tolyl-cyclobut-1-enyl)-phenyl-methyl]-1H-indol-3-ylmethyl}-acetamide). RXN SMILES: [CH3:1][C:2]1([C:8]2[CH:13]=[CH:12][C:11]([CH3:14])=[CH:10][CH:9]=2)[C:5](=[O:6])[CH2:4][C:3]1=[O:7].[CH:15](=O)[C:16]1[CH:21]=[CH:20][CH:19]=[CH:18][CH:17]=1.[Cl:23][C:24]1[CH:32]=[C:31]2[C:27]([C:28]([CH2:33][NH:34][C:35](=[O:37])[CH3:36])=[CH:29][NH:30]2)=[CH:26][CH:25]=1>>[Cl:23][C:24]1[CH:32]=[C:31]2[C:27]([C:28]([CH2:33][NH:34][C:35](=[O:37])[CH3:36])=[C:29]([CH:15]([C:4]3[C:3](=[O:7])[C:2]([CH3:1])([C:8]4[CH:13]=[CH:12][C:11]([CH3:14])=[CH:10][CH:9]=4)[C:5]=3[OH:6])[C:16]3[CH:21]=[CH:20][CH:19]=[CH:18][CH:17]=3)[NH:30]2)=[CH:26][CH:25]=1. Procedure details: Using general procedure C, 2-methyl-2-p-tolyl-cyclobutane-1,3-dione (from Example 4.1) was reacted with benzaldehyde and N-(6-chloro-1H-indol-3-ylmethyl)-acetamide (prepared from C-(6-chloro-1H-indol-3-yl)-methylamine by acylation according to Example 1.2) to give the title compound as an off-white solid. MS: 497.3 ([M−H]−). Starting materials: BrCC(=O)Br (2-bromoacetyl bromide), C(C)NCC1=CC=NC=C1 (N-ethyl-N-pyridin-4-ylmethylamine), C(C)(C)(C)C1=CC=C(C=C1)S(=O)(=O)NC1=CC=C(C=C1)C (4-tert-butyl-N-p-tolyl-benzenesulfonamide). Yields the product C(C)(C)(C)C1=CC=C(C=C1)S(=O)(=O)N(CC(=O)N(CC1=CC=NC=C1)CC)C1=CC=C(C=C1)C (2-[(4-tert-Butyl-benzenesulfonyl)-p-tolyl-amino]-N-ethyl-N-pyridin-4-ylmethyl-acetamide). RXN SMILES: Br[CH2:2][C:3](Br)=[O:4].[CH2:6]([NH:8][CH2:9][C:10]1[CH:15]=[CH:14][N:13]=[CH:12][CH:11]=1)[CH3:7].[C:16]([C:20]1[CH:25]=[CH:24][C:23]([S:26]([NH:29][C:30]2[CH:35]=[CH:34][C:33]([CH3:36])=[CH:32][CH:31]=2)(=[O:28])=[O:27])=[CH:22][CH:21]=1)([CH3:19])([CH3:18])[CH3:17]>>[C:16]([C:20]1[CH:21]=[CH:22][C:23]([S:26]([N:29]([C:30]2[CH:31]=[CH:32][C:33]([CH3:36])=[CH:34][CH:35]=2)[CH2:2][C:3]([N:8]([CH2:6][CH3:7])[CH2:9][C:10]2[CH:15]=[CH:14][N:13]=[CH:12][CH:11]=2)=[O:4])(=[O:28])=[O:27])=[CH:24][CH:25]=1)([CH3:19])([CH3:18])[CH3:17]. Procedure: prepared by reaction of 2-bromoacetyl bromide with N-ethyl-N-pyridin-4-ylmethylamine and 4-tert-butyl-N-p-tolyl-benzenesulfonamide The reactants are Cc1cc(C)c2oc(Nc3ccc(B4OC(C)(C)C(C)(C)O4)cc3)nc2c1, COCCOC, CC(C)(C)OC(=O)N1CCCC(n2nc(I)c3c(N)ncnc32)C1, [Na+], [Na+], O=C([O-])[O-], O, c1ccc(P(c2ccccc2)(c2ccccc2)[Pd](P(c2ccccc2)(c2ccccc2)c2ccccc2)(P(c2ccccc2)(c2ccccc2)c2ccccc2)P(c2ccccc2)(c2ccccc2)c2ccccc2)cc1. Product: Cc1cc(C)c2oc(Nc3ccc(-c4nn(C5CCCN(C(=O)OC(C)(C)C)C5)c5ncnc(N)c45)cc3)nc2c1. RXN SMILES: [CH3:25][c:26]1[cH:27][c:28]([CH3:51])[c:29]2[c:30]([n:31][c:32]([NH:34][c:35]3[cH:36][cH:37][c:38]([B:41]4[O:42][C:43]([CH3:44])([CH3:45])[C:46]([CH3:47])([CH3:48])[O:49]4)[cH:39][cH:40]3)[o:33]2)[cH:50]1.[CH3:58][O:59][CH2:60][CH2:61][O:62][CH3:63].[NH2:1][c:2]1[c:3]2[c:4]([n:5][cH:6][n:7]1)[n:8]([CH:12]1[CH2:13][N:14]([C:18](=[O:19])[O:20][C:21]([CH3:22])([CH3:23])[CH3:24])[CH2:15][CH2:16][CH2:17]1)[n:9][c:10]2[I:11].[Na+:52].[Na+:53].[O-:54][C:55](=[O:56])[O-:57].[OH2:64].[cH:65]1[cH:66][cH:67][c:68]([P:69]([Pd:70]([P:71]([c:72]2[cH:73][cH:74][cH:75][cH:76][cH:77]2)([c:78]2[cH:79][cH:80][cH:81][cH:82][cH:83]2)[c:84]2[cH:85][cH:86][cH:87][cH:88][cH:89]2)([P:90]([c:91]2[cH:92][cH:93][cH:94][cH:95][cH:96]2)([c:97]2[cH:98][cH:99][cH:100][cH:101][cH:102]2)[c:103]2[cH:104][cH:105][cH:106][cH:107][cH:108]2)[P:109]([c:110]2[cH:111][cH:112][cH:113][cH:114][cH:115]2)([c:116]2[cH:117][cH:118][cH:119][cH:120][cH:121]2)[c:122]2[cH:123][cH:124][cH:125][cH:126][cH:127]2)([c:128]2[cH:129][cH:130][cH:131][cH:132][cH:133]2)[c:134]2[cH:135][cH:136][cH:137][cH:138][cH:139]2)[cH:140][cH:141]1>>[NH2:1][c:2]1[c:3]2[c:4]([n:5][cH:6][n:7]1)[n:8]([CH:12]1[CH2:13][N:14]([C:18](=[O:19])[O:20][C:21]([CH3:22])([CH3:23])[CH3:24])[CH2:15][CH2:16][CH2:17]1)[n:9][c:10]2-[c:38]1[cH:37][cH:36][c:35]([NH:34][c:32]2[n:31][c:30]3[c:29]([c:28]([CH3:51])[cH:27][c:26]([CH3:25])[cH:50]3)[o:33]2)[cH:40][cH:39]1. Starting materials: C(#N)C1CN(C1)C([C@@H](C1CC1)NC(=O)C1=CN(C2=NC=C(N=C21)Br)COCC[Si](C)(C)C)=O (2-bromo-5-(2-trimethylsilanyl-ethoxymethyl)-5H-pyrrolo[2,3-b]pyrazine-7-carboxylic acid [(R)-2-(3-cyano-azetidin-1-yl)-1-cyclopropyl-2-oxo-ethyl]-amide), ClC1=C2C(=NC=C1)C=C(S2)[Sn](CCCC)(CCCC)CCCC (7-chloro-2-tributylstannanyl-thieno[3,2-b]pyridine), CCOC(=O)C (EtOAc). The reagents and catalysts are [Cu]I (copper(I) iodide), C=1C=CC(=CC1)[P](C=2C=CC=CC2)(C=3C=CC=CC3)[Pd]([P](C=4C=CC=CC4)(C=5C=CC=CC5)C=6C=CC=CC6)([P](C=7C=CC=CC7)(C=8C=CC=CC8)C=9C=CC=CC9)[P](C=1C=CC=CC1)(C=1C=CC=CC1)C=1C=CC=CC1 (tetrakis(triphenylphosphine)palladium(0)). Solvent: CN(C)C=O (DMF). Run at temperature 90 celsius, time 16 hour. The product is C(#N)C1CN(C1)C([C@@H](C1CC1)NC(=O)C1=CN(C2=NC=C(N=C21)C2=CC1=NC=CC(=C1S2)Cl)COCC[Si](C)(C)C)=O (2-(7-chloro-thieno[3,2-b]pyridin-2-yl)-5-(2-trimethylsilanyl-ethoxymethyl)-5H-pyrrolo[2,3-b]pyrazine-7-carboxylic acid [(R)-2-(3-cyano-azetidin-1-yl)-1-cyclopropyl-2-oxo-ethyl]-amide). Yield: 85.1%. Reaction SMILES: [C:1]([CH:3]1[CH2:6][N:5]([C:7](=[O:33])[C@H:8]([NH:12][C:13]([C:15]2[C:23]3[C:18](=[N:19][CH:20]=[C:21](Br)[N:22]=3)[N:17]([CH2:25][O:26][CH2:27][CH2:28][Si:29]([CH3:32])([CH3:31])[CH3:30])[CH:16]=2)=[O:14])[CH:9]2[CH2:11][CH2:10]2)[CH2:4]1)#[N:2].[Cl:34][C:35]1[CH:40]=[CH:39][N:38]=[C:37]2[CH:41]=[C:42]([Sn](CCCC)(CCCC)CCCC)[S:43][C:36]=12.CCOC(C)=O>CN(C=O)C.[Cu]I.C1C=CC([P]([Pd]([P](C2C=CC=CC=2)(C2C=CC=CC=2)C2C=CC=CC=2)([P](C2C=CC=CC=2)(C2C=CC=CC=2)C2C=CC=CC=2)[P](C2C=CC=CC=2)(C2C=CC=CC=2)C2C=CC=CC=2)(C2C=CC=CC=2)C2C=CC=CC=2)=CC=1>[C:1]([CH:3]1[CH2:6][N:5]([C:7](=[O:33])[C@H:8]([NH:12][C:13]([C:15]2[C:23]3[C:18](=[N:19][CH:20]=[C:21]([C:42]4[S:43][C:36]5[C:37](=[N:38][CH:39]=[CH:40][C:35]=5[Cl:34])[CH:41]=4)[N:22]=3)[N:17]([CH2:25][O:26][CH2:27][CH2:28][Si:29]([CH3:32])([CH3:31])[CH3:30])[CH:16]=2)=[O:14])[CH:9]2[CH2:11][CH2:10]2)[CH2:4]1)#[N:2] |^1:73,75,94,113|. Reported procedure: To a solution of 2-bromo-5-(2-trimethylsilanyl-ethoxymethyl)-5H-pyrrolo[2,3-b]pyrazine-7-carboxylic acid [(R)-2-(3-cyano-azetidin-1-yl)-1-cyclopropyl-2-oxo-ethyl]-amide (180 mg, 0.34 mmol) and 7-chloro-2-tributylstannanyl-thieno[3,2-b]pyridine (162 mg, 0.35 mmol) in DMF (3 mL) were added copper(I) iodide (13.5 mg, 0.071 mmol) and tetrakis(triphenylphosphine)palladium(0) (20.4 mg, 0.018 mmol) under argon atmosphere. The reaction mixture was stirred for 16 h at 90° C. then poured into EtOAc (25 mL... The reactants are CCOc1ccc(N)cc1, [Cl-], Cl, O=C(O)c1cnc2ccccc2c1O, c1ccncc1. Product: CCOc1ccc(NC(=O)c2cnc3ccccc3c2O)cc1. As a reaction SMILES: [CH3:1][CH2:2][O:3][c:4]1[cH:5][cH:6][c:7]([NH2:10])[cH:8][cH:9]1.[Cl-:11].[ClH:26].[OH:12][c:13]1[c:14]([C:23](=[O:24])[OH:25])[cH:15][n:16][c:17]2[cH:18][cH:19][cH:20][cH:21][c:22]12.[cH:27]1[cH:28][cH:29][n:30][cH:31][cH:32]1>>[CH3:1][CH2:2][O:3][c:4]1[cH:5][cH:6][c:7]([NH:10][C:23]([c:14]2[c:13]([OH:12])[c:22]3[c:17]([n:16][cH:15]2)[cH:18][cH:19][cH:20][cH:21]3)=[O:24])[cH:8][cH:9]1. Starting materials: C=CCOCCOc1ccc(OC)cc1CBr, CC(=O)Nc1cc(F)ccc1Oc1ccccc1. The product is C=CCOCCOc1ccc(OC)cc1CN(C(C)=O)c1cc(F)ccc1Oc1ccccc1. RXN SMILES: [CH2:19]([CH:20]=[CH2:21])[O:22][CH2:23][CH2:24][O:25][c:26]1[c:27]([CH2:34][Br:35])[cH:28][c:29]([O:32][CH3:33])[cH:30][cH:31]1.[F:1][c:2]1[cH:3][cH:4][c:5]([O:12][c:13]2[cH:14][cH:15][cH:16][cH:17][cH:18]2)[c:6]([NH:8][C:9]([CH3:10])=[O:11])[cH:7]1>>[F:1][c:2]1[cH:3][cH:4][c:5]([O:12][c:13]2[cH:14][cH:15][cH:16][cH:17][cH:18]2)[c:6]([N:8]([C:9]([CH3:10])=[O:11])[CH2:34][c:27]2[c:26]([O:25][CH2:24][CH2:23][O:22][CH2:19][CH:20]=[CH2:21])[cH:31][cH:30][c:29]([O:32][CH3:33])[cH:28]2)[cH:7]1. The reactants are BrB(Br)Br, CCOC(C)=O, CCCCCC, ClCCl, COCc1nc2cc(C(F)(F)F)ccc2c(C)c1C(=O)NCc1cccc(F)c1. Product: Cc1c(C(=O)NCc2cccc(F)c2)c(CO)nc2cc(C(F)(F)F)ccc12. RXN SMILES: [B:30]([Br:31])([Br:32])[Br:33].[CH3:34][CH2:35][O:36][C:37]([CH3:38])=[O:39].[CH3:40][CH2:41][CH2:42][CH2:43][CH2:44][CH3:45].[Cl:46][CH2:47][Cl:48].[F:1][c:2]1[cH:3][c:4]([CH2:8][NH:9][C:10](=[O:11])[c:12]2[c:13]([CH2:27][O:28][CH3:29])[n:14][c:15]3[cH:16][c:17]([C:23]([F:24])([F:25])[F:26])[cH:18][cH:19][c:20]3[c:21]2[CH3:22])[cH:5][cH:6][cH:7]1>>[F:1][c:2]1[cH:3][c:4]([CH2:8][NH:9][C:10](=[O:11])[c:12]2[c:13]([CH2:27][OH:28])[n:14][c:15]3[cH:16][c:17]([C:23]([F:24])([F:25])[F:26])[cH:18][cH:19][c:20]3[c:21]2[CH3:22])[cH:5][cH:6][cH:7]1. The reactants are BrC1=CC(=C(C(=C1)N)N)[N+](=O)[O-] (5-bromo-3-nitrobenzene-1,2-diamine), CC(CC(C)=O)=O (pentane-2,4-dione). Solvent: CCO (EtOH), Cl (HCl). Yields the product BrC=1C=C(C2=C(NC(=N2)C)C1)[N+](=O)[O-] (6-bromo-2-methyl-4-nitro-1H-benzo[d]imidazole). Isolated yield 89.8%. Reaction SMILES: [Br:1][C:2]1[CH:7]=[C:6]([NH2:8])[C:5]([NH2:9])=[C:4]([N+:10]([O-:12])=[O:11])[CH:3]=1.[CH3:13][C:14](=O)CC(=O)C>CCO.Cl>[Br:1][C:2]1[CH:3]=[C:4]([N+:10]([O-:12])=[O:11])[C:5]2[N:9]=[C:13]([CH3:14])[NH:8][C:6]=2[CH:7]=1. Procedure details: A mixture of 5-bromo-3-nitrobenzene-1,2-diamine (464 mg) and pentane-2,4-dione (400 mg) in EtOH (27 mL) and 5 N HCl (7.4 mL) was refluxed for 3 h. The mixture was cooled to room temperature and the solvent was removed in-vacuo. The residue was dissolved in EtOAc and washed with aqueous NaHCO3 solution and brine. The organic layer was concentrated to afford the desired product as a solid (460 mg, 90%). 1H NMR (300 MHz, CDCl3) δ ppm 2.73 (s, 3H), 8.11 (d, 1H, J=1.8 Hz), 8.24 (d, 1H, J=1.8 Hz), 10....